describe an organic reaction: reactants, conditions, products, and yield From a dataset of the Open Reaction Database (ORD), a public repository of structured organic reaction records. Reactants: ClC=1C=CC2=C(N3C(CO2)C(C(=N3)C(C)=O)(C3=CC=CC=C3)CCCO)C1 (1-[8-Chloro-3-(3-hydroxypropyl)-3-phenyl-3a,4-dihydro-3H-pyrazolo[5,1-c][1,4]benzoxazin-2-yl]ethanone), CC(=O)OI1(C=2C=CC=CC2C(=O)O1)(OC(=O)C)OC(=O)C (Dess-Martin periodinane), S(=S)(=O)([O-])[O-].[Na+].[Na+].C(=O)(O)[O-].[Na+] (sodium thiosulfate NaHCO3). Solvent: C(Cl)Cl (CH2Cl2). Reaction conditions: time 1.5 hour. Yields the product C(C)(=O)C1=NN2C(COC3=C2C=C(C=C3)Cl)C1(C1=CC=CC=C1)CCC=O (3-(2-acetyl-8-chloro-3-phenyl-3a,4-dihydro-3H-pyrazolo[5,1-c][1,4]benzoxazin-3-yl)propanal). As a reaction SMILES: [Cl:1][C:2]1[CH:3]=[CH:4][C:5]2[O:10][CH2:9][CH:8]3[C:11]([CH2:23][CH2:24][CH2:25][OH:26])([C:17]4[CH:22]=[CH:21][CH:20]=[CH:19][CH:18]=4)[C:12]([C:14](=[O:16])[CH3:15])=[N:13][N:7]3[C:6]=2[CH:27]=1.CC(OI1(OC(C)=O)(OC(C)=O)OC(=O)C2C=CC=CC1=2)=O.S([O-])([O-])(=O)=S.[Na+].[Na+].C([O-])(O)=O.[Na+]>C(Cl)Cl>[C:14]([C:12]1[C:11]([CH2:23][CH2:24][CH:25]=[O:26])([C:17]2[CH:18]=[CH:19][CH:20]=[CH:21][CH:22]=2)[CH:8]2[CH2:9][O:10][C:5]3[CH:4]=[CH:3][C:2]([Cl:1])=[CH:27][C:6]=3[N:7]2[N:13]=1)(=[O:16])[CH3:15] |f:2.3.4.5.6|. Procedure details: 1-[8-Chloro-3-(3-hydroxypropyl)-3-phenyl-3a,4-dihydro-3H-pyrazolo[5,1-c][1,4]benzoxazin-2-yl]ethanone (4-4; a racemic mixture, 15 mg, 39 μmol) was dissolved in anhydrous CH2Cl2 (2 mL) and was treated with Dess-Martin periodinane (25 mg, 58 μmol) and the resulting cloudy yellow solution was stirred 1.5 h. Upon completion, the cloudy solution was treated with 1 mL sat. sodium thiosulfate/NaHCO3 solution (1:1) and stirred 30 min. The mixture was extracted with EtOAc (3×5 mL), and the combined organ...